From a dataset of the Open Reaction Database (ORD), a public repository of structured organic reaction records. describe an organic reaction: reactants, conditions, products, and yield Starting materials: COCCOc1ccc(C(N)C(=O)NC(Cc2ccccc2)C(=O)Nc2nc(C(=O)OC)cs2)cc1, CCN(C(C)C)C(C)C, ClCCl, O=C(Cl)OC(Cl)(Cl)Cl, O. Yields the product COCCOc1ccc(C2NC(=O)N(C(Cc3ccccc3)C(=O)Nc3nc(C(=O)OC)cs3)C2=O)cc1. RXN SMILES: [CH3:1][O:2][C:3](=[O:4])[c:5]1[n:6][c:7]([NH:10][C:11]([CH:12]([CH2:13][c:14]2[cH:15][cH:16][cH:17][cH:18][cH:19]2)[NH:20][C:21]([CH:22]([c:23]2[cH:24][cH:25][c:26]([O:29][CH2:30][CH2:31][O:32][CH3:33])[cH:27][cH:28]2)[NH2:34])=[O:35])=[O:36])[s:8][cH:9]1.[CH:37]([N:38]([CH:39]([CH3:40])[CH3:41])[CH2:42][CH3:43])([CH3:44])[CH3:45].[Cl:55][CH2:56][Cl:57].[O:46]=[C:47]([Cl:48])[O:49][C:50]([Cl:51])([Cl:52])[Cl:53].[OH2:54]>>[CH3:1][O:2][C:3](=[O:4])[c:5]1[n:6][c:7]([NH:10][C:11]([CH:12]([CH2:13][c:14]2[cH:15][cH:16][cH:17][cH:18][cH:19]2)[N:20]2[C:21](=[O:35])[CH:22]([c:23]3[cH:24][cH:25][c:26]([O:29][CH2:30][CH2:31][O:32][CH3:33])[cH:27][cH:28]3)[NH:34][C:47]2=[O:46])=[O:36])[s:8][cH:9]1. Reaction SMILES: N1C=CC=CC=1.ClCCl.[CH2:10]([CH:12]([C:14]1[N:18]([CH:19]2[C:28]3[C:23](=[CH:24][CH:25]=[CH:26][CH:27]=3)[CH2:22][CH2:21][CH2:20]2)[CH:17]=[N:16][CH:15]=1)[OH:13])[CH3:11]>[O-2].[Cr+6].[O-2].[O-2].O>[CH:19]1([N:18]2[C:14]([C:12](=[O:13])[CH2:10][CH3:11])=[CH:15][N:16]=[CH:17]2)[C:28]2[C:23](=[CH:24][CH:25]=[CH:26][CH:27]=2)[CH2:22][CH2:21][CH2:20]1 |f:3.4.5.6|. The yield is 12.3%. The solvent is O (water). Reagents/catalysts: [O-2].[Cr+6].[O-2].[O-2] (chromium(VI) oxide). Starting materials: 19, C(C)C(O)C1=CN=CN1C1CCCC2=CC=CC=C12 (α-ethyl-1-(1,2,3,4-tetrahydro-1-naphthalenyl)-1H-imidazole-5-methanol), ClCCl (dichloromethane), 42, N1=CC=CC=C1 (pyridine), ClCCl (dichloromethane). The product is C1(CCCC2=CC=CC=C12)N1C=NC=C1C(CC)=O (1-[1-(1,2,3,4-tetrahydro-1-naphthalenyl)-1H-imidazol-5-yl]-1-propanone), compound 2.53. Conditions: time 4 hour. Reported procedure: A solution of 42 parts of chromium(VI) oxide and 66 parts of pyridine in 665 parts of dichloromethane was stirred for 20 minutes at room temperature. A solution of 19 parts of α-ethyl-1-(1,2,3,4-tetrahydro-1-naphthalenyl)-1H-imidazole-5-methanol in 13.3 parts of dichloromethane was added dropwise to the thus obtained mixture. Upon complete addition, stirring was continued for 4 hours at room temperature. The reaction mixture was poured into water and the layers were separated. The organic layer ...